From a dataset of the Open Reaction Database (ORD), a public repository of structured organic reaction records. describe an organic reaction: reactants, conditions, products, and yield Starting materials: ClC(Cl)(Cl)Cl, CCCCCCCCCc1ccccc1Br, CN(C)C=O, [Cl-], [Mg], [NH4+], C1CCOC1. Yields the product CCCCCCCCCc1ccccc1C=O. As a reaction SMILES: [C:18]([Cl:19])([Cl:20])([Cl:21])[Cl:22].[CH2:1]([CH2:2][CH2:3][CH2:4][CH2:5][CH2:6][CH2:7][CH2:8][CH3:9])[c:10]1[c:11]([Br:16])[cH:12][cH:13][cH:14][cH:15]1.[CH3:30][N:31]([CH3:32])[CH:33]=[O:34].[Cl-:23].[Mg:17].[NH4+:24].[O:25]1[CH2:26][CH2:29][CH2:28][CH2:27]1>>[CH2:1]([CH2:2][CH2:3][CH2:4][CH2:5][CH2:6][CH2:7][CH2:8][CH3:9])[c:10]1[c:11]([CH:26]=[O:25])[cH:12][cH:13][cH:14][cH:15]1. Reactants: CS, Cl, NC(C(=O)O)c1ccc(O)c(CCl)c1, [Na+], [OH-], O. The product is CSCc1cc(C(N)C(=O)O)ccc1O. As a reaction SMILES: [CH3:1][SH:2].[ClH:5].[NH2:6][CH:7]([C:8](=[O:9])[OH:10])[c:11]1[cH:12][c:13]([CH2:18][Cl:19])[c:14]([OH:17])[cH:15][cH:16]1.[Na+:4].[OH-:3].[OH2:20]>>[CH3:1][S:2][CH2:18][c:13]1[cH:12][c:11]([CH:7]([NH2:6])[C:8](=[O:9])[OH:10])[cH:16][cH:15][c:14]1[OH:17]. The reactants are FC1=CC=C(C=C1)C=1N=C2N(N=C(C=C2)N2CCC3(CCCN(C3)C(=O)OC(C)(C)C)CC2)C1C1=C2C(=NC=C1)N(C=C2)S(=O)(=O)C2=CC=C(C=C2)C (tert-butyl 9-{2-(4-fluorophenyl)-3-[1-(4-methylphenylsulphonyl)-1H-pyrrolo[2,3-b]pyridin-4-yl]imidazo[1,2-b]pyridazin-6-yl}-2,9-diazaspiro[5.5]undecane-2-carboxylate), aqueous solution, [OH-].[Na+] (sodium hydroxide). The solvent is mixture, CO (methanol), O1CCCC1 (tetrahydrofuran). Yields the product FC1=CC=C(C=C1)C=1N=C2N(N=C(C=C2)N2CCC3(CCCN(C3)C(=O)OC(C)(C)C)CC2)C1C1=C2C(=NC=C1)NC=C2 (tert-butyl 9-[2-(4-fluorophenyl)-3-(1H-pyrrolo[2,3-b]pyridin-4-yl)imidazo[1,2-b]pyridazin-6-yl]-2,9-diazaspiro[5.5]undecane-2-carboxylate). RXN SMILES: [F:1][C:2]1[CH:7]=[CH:6][C:5]([C:8]2[N:9]=[C:10]3[CH:15]=[CH:14][C:13]([N:16]4[CH2:33][CH2:32][C:19]5([CH2:24][N:23]([C:25]([O:27][C:28]([CH3:31])([CH3:30])[CH3:29])=[O:26])[CH2:22][CH2:21][CH2:20]5)[CH2:18][CH2:17]4)=[N:12][N:11]3[C:34]=2[C:35]2[CH:40]=[CH:39][N:38]=[C:37]3[N:41](S(C4C=CC(C)=CC=4)(=O)=O)[CH:42]=[CH:43][C:36]=23)=[CH:4][CH:3]=1.[OH-].[Na+]>CO.O1CCCC1>[F:1][C:2]1[CH:3]=[CH:4][C:5]([C:8]2[N:9]=[C:10]3[CH:15]=[CH:14][C:13]([N:16]4[CH2:17][CH2:18][C:19]5([CH2:24][N:23]([C:25]([O:27][C:28]([CH3:29])([CH3:30])[CH3:31])=[O:26])[CH2:22][CH2:21][CH2:20]5)[CH2:32][CH2:33]4)=[N:12][N:11]3[C:34]=2[C:35]2[CH:40]=[CH:39][N:38]=[C:37]3[NH:41][CH:42]=[CH:43][C:36]=23)=[CH:6][CH:7]=1 |f:1.2|. Reported procedure: The tert-butyl 9-{2-(4-fluorophenyl)-3-[1-(4-methylphenylsulphonyl)-1H-pyrrolo[2,3-b]pyridin-4-yl]imidazo[1,2-b]pyridazin-6-yl}-2,9-diazaspiro[5.5]undecane-2-carboxylate obtained in step 5.1 is dissolved in 3 ml of a mixture of methanol and tetrahydrofuran (2/1) and is treated using 0.09 ml (0.54 mmol) of a 6N aqueous solution of sodium hydroxide at 60° C. for 1 and a half hours. The solvent is evaporated under reduced pressure and the residue taken up in 3 ml of water. The product is extracted ... Starting materials: CC1=CC=C(C(=O)Cl)C=C1 (4-methyl benzoyl chloride), C(=O)([O-])[O-].[K+].[K+] (K2CO3), C(=O)(O)[O-].[Na+] (NaHCO3), solution, C(C)C(C(C)(C)C)NNC(C1=C(C(=CC=C1)OC)C)=O (3-methoxy-2-methyl-benzoic acid N′-(1-ethyl-2,2-dimethyl-propyl)-hydrazide). Solvent: C(Cl)Cl (CH2Cl2). Run at time 24 hour. Yields the product C(C)C(C(C)(C)C)N(NC(C1=C(C(=CC=C1)OC)C)=O)C(C1=CC(=C(C(=C1)OC)C)OC)=O (3,5-dimethoxy-4-methyl-benzoic acid N-(1-ethyl-2,2-dimethyl-propyl)-N′-(3-methoxy-2-methyl-benzoyl)-hydrazide). RXN SMILES: [CH3:1][C:2]1[CH:10]=[CH:9][C:5]([C:6](Cl)=[O:7])=[CH:4][CH:3]=1.[CH2:11]([CH:13]([NH:18][NH:19][C:20](=[O:30])[C:21]1[CH:26]=[CH:25][CH:24]=[C:23]([O:27][CH3:28])[C:22]=1[CH3:29])[C:14]([CH3:17])([CH3:16])[CH3:15])[CH3:12].[C:31]([O-:34])([O-])=O.[K+].[K+].[C:37]([O-])(O)=[O:38].[Na+]>C(Cl)Cl>[CH2:11]([CH:13]([N:18]([C:6](=[O:7])[C:5]1[CH:9]=[C:10]([O:38][CH3:37])[C:2]([CH3:1])=[C:3]([O:34][CH3:31])[CH:4]=1)[NH:19][C:20](=[O:30])[C:21]1[CH:26]=[CH:25][CH:24]=[C:23]([O:27][CH3:28])[C:22]=1[CH3:29])[C:14]([CH3:17])([CH3:15])[CH3:16])[CH3:12] |f:2.3.4,5.6|. Procedure: Into a 20 mL vial was added 161 mg (0.75 mmol) of 3,5 dimethoxy, 4-methyl benzoyl chloride, a 5 mL solution of 3-methoxy-2-methyl-benzoic acid N′-(1-ethyl-2,2-dimethyl-propyl)-hydrazide, and 1.5 mL of aqueous 25% K2CO3. The reaction mixture was stirred at room temperature for 24 hours. The reaction mixture was transferred to a separatory funnel with CH2Cl2 and shaken with dilute aqueous NaHCO3. The organic phase was dried, concentrated and chromatographed on silica. 100 mg of pure product, 3,5-d...